The task is: describe an organic reaction: reactants, conditions, products, and yield. This data is from the Open Reaction Database (ORD), a public repository of structured organic reaction records. The reactants are O1CCCC1 (tetrahydrofuran), C(C)(C)C1=C(C=C(O)C=C1)O (4-isopropylresorcinol), [H-].[Na+] (sodium hydride), P(=O)(OCC1=CC=CC=C1)(OCC1=CC=CC=C1)Cl (dibenzyl chlorophosphate). Reported procedure: To a tetrahydrofuran solution (10 ml) of 4-isopropylresorcinol (466 mg), sodium hydride (60% dispersion in liquid paraffin) (269 mg) was added and stirred at 0° C. for 30 minutes. Then, dibenzyl chlorophosphate (10 w/v % solution in benzene) (20 ml) was added dropwise. After stirring at room temperature for 3 hours, water (30 ml) was added to the reaction mixture, and the extraction was carried out with ethyl acetate (30 ml). Then, the extract was washed with saturated brine (20 ml), dried with ... The yield is 83.0%. Reaction SMILES: [O:1]1[CH2:5][CH2:4][CH2:3][CH2:2]1.[CH:6]([C:9]1[CH:15]=[CH:14][C:12]([OH:13])=[CH:11][C:10]=1[OH:16])([CH3:8])[CH3:7].[H-].[Na+].[P:19](Cl)([O:29][CH2:30][C:31]1[CH:36]=[CH:35][CH:34]=[CH:33][CH:32]=1)([O:21][CH2:22][C:23]1[CH:28]=[CH:27][CH:26]=[CH:25][CH:24]=1)=[O:20]>O>[CH2:5]([O:1][P:19]([O:13][C:12]1[CH:14]=[CH:15][C:9]([CH:6]([CH3:8])[CH3:7])=[C:10]([O:16][P:19]([O:29][CH2:30][C:31]2[CH:36]=[CH:35][CH:34]=[CH:33][CH:32]=2)([O:21][CH2:22][C:23]2[CH:28]=[CH:27][CH:26]=[CH:25][CH:24]=2)=[O:20])[CH:11]=1)([O:21][CH2:22][C:23]1[CH:28]=[CH:27][CH:26]=[CH:25][CH:24]=1)=[O:20])[C:4]1[CH:30]=[CH:31][CH:32]=[CH:2][CH:3]=1 |f:2.3|. The solvent is O (water). Conditions: temperature 0 celsius, time 30 minute. The product is C(C1=CC=CC=C1)OP(=O)(OCC1=CC=CC=C1)OC1=CC(=C(C=C1)C(C)C)OP(=O)(OCC1=CC=CC=C1)OCC1=CC=CC=C1 (1,3-bis(dibenzylphosphonooxy)-4-isopropylbenzene). Starting materials: C(C)(=O)OCC (Ethyl acetate), [H-].[Al+3].[Li+].[H-].[H-].[H-] (lithium aluminum hydride), Cl (HCl), CC1(NC2=CC=C3C4=CC=CC=C4OC(C3=C2C(=C1)C)=O)C (2,2,4-Trimethyl-1,2-dihydro-6-oxa-1-azachrysen-5-one). The solvent is O (water), O1CCCC1 (tetrahydrofuran), O1CCCC1 (tetrahydrofuran). Run at time 1 hour. Product: OCC1=C2C(=CC(NC2=CC=C1C1=C(C=CC=C1)O)(C)C)C (5-Hydroxymethyl-6-(2-hydroxyphenyl)-2,2,4-trimethyl-1,2-dihydroquinoline). Reaction SMILES: [H-].[Al+3].[Li+].[H-].[H-].[H-].[CH3:7][C:8]1([CH3:28])[CH:25]=[C:24]([CH3:26])[C:23]2[C:10](=[CH:11][CH:12]=[C:13]3[C:22]=2[C:21](=[O:27])[O:20][C:19]2[C:14]3=[CH:15][CH:16]=[CH:17][CH:18]=2)[NH:9]1.C(OCC)(=O)C.Cl>O1CCCC1.O>[OH:27][CH2:21][C:22]1[C:13]([C:14]2[CH:15]=[CH:16][CH:17]=[CH:18][C:19]=2[OH:20])=[CH:12][CH:11]=[C:10]2[C:23]=1[C:24]([CH3:26])=[CH:25][C:8]([CH3:28])([CH3:7])[NH:9]2 |f:0.1.2.3.4.5|. Reported procedure: Under argon atmosphere, lithium aluminum hydride (1.48 g, 39.0 mmol) was suspended in anhydrous tetrahydrofuran (30 mL). A solution of 2,2,4-Trimethyl-1,2-dihydro-6-oxa-1-azachrysen-5-one (Reference Compound No. 1-1, 3.80 g, 13.0 mmol) in anhydrous tetrahydrofuran (40 mL) was added dropwise at 0° C. and the reaction mixture was stirred at the same temperature for 1 hour. Ethyl acetate (15 mL) and water (5 mL) were added dropwise successively to the reaction mixture and then 0.2 N aqueous HCl sol... Reactants: CC(=O)O[BH-](OC(C)=O)OC(C)=O, O=C([O-])O, CC(=O)O, ClC(Cl)Cl, O=CCn1c(=O)cc(Cl)c2ccc(Cl)cc21, [Na+], [Na+], CC(C)(C)OC(=O)N(Cc1ccc2c(c1)OCCO2)C1CCNCC1. Product: CC(C)(C)OC(=O)N(Cc1ccc2c(c1)OCCO2)C1CCN(CCn2c(=O)cc(Cl)c3ccc(Cl)cc32)CC1. RXN SMILES: [C:42]([O:43][BH-:44]([O:45][C:46](=[O:47])[CH3:48])[O:49][C:50](=[O:51])[CH3:52])(=[O:53])[CH3:54].[C:56](=[O:57])([O-:58])[OH:59].[CH3:61][C:62](=[O:63])[OH:64].[CH:65]([Cl:66])([Cl:67])[Cl:68].[Cl:1][c:2]1[cH:3][c:4](=[O:16])[n:5]([CH2:13][CH:14]=[O:15])[c:6]2[cH:7][c:8]([Cl:12])[cH:9][cH:10][c:11]12.[Na+:55].[Na+:60].[O:17]1[CH2:18][CH2:19][O:20][c:21]2[c:22]1[cH:23][cH:24][c:25]([CH2:27][N:28]([C:29]([O:30][C:31]([CH3:32])([CH3:33])[CH3:34])=[O:35])[CH:36]1[CH2:37][CH2:38][NH:39][CH2:40][CH2:41]1)[cH:26]2>>[Cl:1][c:2]1[cH:3][c:4](=[O:16])[n:5]([CH2:13][CH2:14][N:39]2[CH2:38][CH2:37][CH:36]([N:28]([CH2:27][c:25]3[cH:24][cH:23][c:22]4[c:21]([cH:26]3)[O:20][CH2:19][CH2:18][O:17]4)[C:29]([O:30][C:31]([CH3:32])([CH3:33])[CH3:34])=[O:35])[CH2:41][CH2:40]2)[c:6]2[cH:7][c:8]([Cl:12])[cH:9][cH:10][c:11]12. Starting materials: CC(C(=O)O)(C)SC=1SC=C(N1)CC(=O)N(C1=CC=CC=C1)C (2-methyl-2-[(4-{2-[methyl(phenyl)amino]-2-oxoethyl}-1,3-thiazol-2-yl)thio]propionic acid), FC(C(=O)O)(F)F (trifluoroacetic acid). Conditions: time 2 hour. Yields the product CC(C(=O)O)(C)SC=1SC=C(N1)CCN(C1=CC=CC=C1)C (2-methyl-2-[(4-{2-[methyl(phenyl)amino]ethyl}-1,3-thiazol-2-yl)thio]propionic acid). Reaction SMILES: [CH3:1][C:2]([S:7][C:8]1[S:9][CH:10]=[C:11]([CH2:13][C:14]([N:16]([CH3:23])[C:17]2[CH:22]=[CH:21][CH:20]=[CH:19][CH:18]=2)=O)[N:12]=1)([CH3:6])[C:3]([OH:5])=[O:4].FC(F)(F)C(O)=O>>[CH3:6][C:2]([S:7][C:8]1[S:9][CH:10]=[C:11]([CH2:13][CH2:14][N:16]([CH3:23])[C:17]2[CH:18]=[CH:19][CH:20]=[CH:21][CH:22]=2)[N:12]=1)([CH3:1])[C:3]([OH:5])=[O:4]. Procedure details: To the resin obtained using 2-methyl-2-[(4-{2-[methyl(phenyl)amino]-2-oxoethyl}-1,3-thiazol-2-yl)thio]propionic acid resin obtained in Example 487-1 as a starting material and by an operation similar to that of Example 461-6 was added trifluoroacetic acid (2.0 mL), and the mixture was left standing as it was for 2 hr. Then the resin was removed by filtration from the reaction mixture, and the filtrate was concentrated by blowing a nitrogen gas, vacuum dried, and purified by preparative HPLC to g... The reactants are CO, Cl, COC(=O)C1(c2cc(C(F)(F)F)cc(C(F)(F)F)c2)CC1, [Na+], [OH-]. Product: O=C(O)C1(c2cc(C(F)(F)F)cc(C(F)(F)F)c2)CC1. Reaction SMILES: [CH3:25][OH:26].[ClH:24].[F:1][C:2]([c:3]1[cH:4][c:5]([C:13]2([C:16](=[O:17])[O:18][CH3:19])[CH2:14][CH2:15]2)[cH:6][c:7]([C:9]([F:10])([F:11])[F:12])[cH:8]1)([F:20])[F:21].[Na+:23].[OH-:22]>>[F:1][C:2]([c:3]1[cH:4][c:5]([C:13]2([C:16](=[O:17])[OH:18])[CH2:14][CH2:15]2)[cH:6][c:7]([C:9]([F:10])([F:11])[F:12])[cH:8]1)([F:20])[F:21]. Reactants: BrC1=C(C=C(O[C@H]2[C@@H](CCC2)O)C=C1)F (trans-2-(4-bromo-3-fluorophenoxy)cyclopentanol), BrC1=CC=C(C=N1)O (6-bromopyridin-3-ol), C12CCCCC2O1 (7-oxabicyclo[4.1.0]heptane). Yields the product BrC1=CC=C(C=N1)O[C@H]1[C@@H](CCCC1)O (trans-2-[(6-bromopyridin-3-yl)oxy]cyclohexanol). As a reaction SMILES: Br[C:2]1[CH:14]=[CH:13][C:5]([O:6][C@@H]2CCC[C@H]2O)=[CH:4][C:3]=1F.[Br:16][C:17]1[N:22]=[CH:21][C:20]([OH:23])=[CH:19][CH:18]=1.C12OC1CCCC2>>[Br:16][C:17]1[N:22]=[CH:21][C:20]([O:23][C@@H:4]2[CH2:3][CH2:2][CH2:14][CH2:13][C@H:5]2[OH:6])=[CH:19][CH:18]=1. Procedure details: The title compound of Step 1 was prepared according to the general procedure for the synthesis of trans-2-(4-bromo-3-fluorophenoxy)cyclopentanol in Preparation 3, except that 6-bromopyridin-3-ol was used instead of 4-bromo-3-fluorophenol, and 7-oxabicyclo[4.1.0]heptane in place of 6-oxabicyclo[3.1.0]hexane. The crude product (preparation run in four batches) was recrystallized from heptane to provide trans-2-[(6-bromopyridin-3-yl)oxy]cyclohexanol as an off-white solid. Yield: 11.09 g, 40.75 mmol... Reactants: O=S1(CC2=C(C1)C=CC(=C2)NC=2C1=C(N=C(N2)SC)C=CNC1=O)=O (4-[(2,2-dioxido-1,3-dihydro-2-benzothien-5-yl)amino]-2-(methylthio)pyrido[4,3-d]pyrimidin-5(6H)-one), C1=CC(=CC(=C1)Cl)C(=O)OO.NCCCNC(OC(C)(C)C)=O (mCPBA 1,1-dimethylethyl (3-aminopropyl)carbamate), C(=O)(C(F)(F)F)O (TFA). Product: NCCCNC=1N=C(C2=C(N1)C=CNC2=O)NC2=CC1=C(CS(C1)(=O)=O)C=C2 (2-[(3-aminopropyl)amino]-4-[(2,2-dioxido-1,3-dihydro-2-benzothien-5-yl)amino]pyrido[4,3-d]pyrimidin-5(6H)-one). As a reaction SMILES: [O:1]=[S:2]1(=[O:25])[CH2:6][C:5]2[CH:7]=[CH:8][C:9]([NH:11][C:12]3[C:13]4[C:23](=[O:24])[NH:22][CH:21]=[CH:20][C:14]=4[N:15]=[C:16](SC)[N:17]=3)=[CH:10][C:4]=2[CH2:3]1.C1C=C(Cl)C=C(C(OO)=O)C=1.[NH2:37][CH2:38][CH2:39][CH2:40][NH:41]C(=O)OC(C)(C)C.C(O)(C(F)(F)F)=O>>[NH2:37][CH2:38][CH2:39][CH2:40][NH:41][C:16]1[N:17]=[C:12]([NH:11][C:9]2[CH:8]=[CH:7][C:5]3[CH2:6][S:2](=[O:1])(=[O:25])[CH2:3][C:4]=3[CH:10]=2)[C:13]2[C:23](=[O:24])[NH:22][CH:21]=[CH:20][C:14]=2[N:15]=1 |f:1.2|. Procedure: The compound was prepared from 4-[(2,2-dioxido-1,3-dihydro-2-benzothien-5-yl)amino]-2-(methylthio)pyrido[4,3-d]pyrimidin-5(6H)-one using mCPBA/1,1-dimethylethyl (3-aminopropyl)carbamate and TFA sequences similar to that described for Example 1 (Scheme 2). The reactants are C[Si](CCOCN1C=NC(=C1)C(=O)OC)(C)C (methyl 1-((2-(trimethylsilyl)ethoxy)methyl)-1H-imidazole-4-carboxylate), BrN1C(CCC1=O)=O (N-bromosuccinimide), CC(C)(C#N)N=NC(C)(C)C#N (AIBN). Run in C(Cl)(Cl)(Cl)Cl (carbon tetrachloride), CCOC(=O)C (EtOAc). Conditions: temperature 60 celsius. Yields the product BrC=1N(C=C(N1)C(=O)OC)COCC[Si](C)(C)C (Methyl 2-bromo-1-((2-(trimethylsilyl)ethoxy)methyl)-1H-imidazole-4-carboxylate). Yield: 43.6%. RXN SMILES: [CH3:1][Si:2]([CH3:17])([CH3:16])[CH2:3][CH2:4][O:5][CH2:6][N:7]1[CH:11]=[C:10]([C:12]([O:14][CH3:15])=[O:13])[N:9]=[CH:8]1.[Br:18]N1C(=O)CCC1=O.CC(N=NC(C#N)(C)C)(C#N)C>C(Cl)(Cl)(Cl)Cl.CCOC(C)=O>[Br:18][C:8]1[N:7]([CH2:6][O:5][CH2:4][CH2:3][Si:2]([CH3:16])([CH3:17])[CH3:1])[CH:11]=[C:10]([C:12]([O:14][CH3:15])=[O:13])[N:9]=1. Procedure: To a stirred solution of methyl 1-((2-(trimethylsilyl)ethoxy)methyl)-1H-imidazole-4-carboxylate (5.0 g, 19.5 mmol) in carbon tetrachloride (50 mL) was added N-bromosuccinimide (3.47 g, 19.5 mmol) and AIBN (160 mg, 5 mol %) at room temperature. The reaction mixture was heated at 60° C. for 3 h, cooled to room temperature, and filtered through a small pad of CELITE®. The filtrate was concentrated in vacuo to give light yellow colored residue which was dissolved in EtOAc and washed with 10% NaHCO3 ...